Task: describe an organic reaction: reactants, conditions, products, and yield. Dataset: the Open Reaction Database (ORD), a public repository of structured organic reaction records Reactants: ice, [NH4+].[OH-] (NH4OH), C(C1=CC=CC=C1)N1CCC(CC1)=O (1-benzyl-4-piperidone), NC1=CC=C(C=C1)C(C(F)(F)F)(C(F)(F)F)O (2-(4-aminophenyl)-1,1,1,3,3,3-hexafluoropropan-2-ol), C[Si](C)(C)C#N (trimethylsilyl cyanide), [NH4+].[OH-] (NH4OH). Solvent: C(C)(=O)O (acetic acid). Run at time 30 minute. The product is C(C1=CC=CC=C1)N1CCC(CC1)(C#N)NC1=CC=C(C=C1)C(C(F)(F)F)(C(F)(F)F)O (1-Benzyl-4-({4-[2,2,2-trifluoro-1-hydroxy-1-(trifluoromethyl)ethyl]phenyl-}amino)piperidine-4-carbonitrile). Yield: 106.2%. RXN SMILES: [CH2:1]([N:8]1[CH2:13][CH2:12][C:11](=O)[CH2:10][CH2:9]1)[C:2]1[CH:7]=[CH:6][CH:5]=[CH:4][CH:3]=1.[NH2:15][C:16]1[CH:21]=[CH:20][C:19]([C:22]([OH:31])([C:27]([F:30])([F:29])[F:28])[C:23]([F:26])([F:25])[F:24])=[CH:18][CH:17]=1.C[Si]([C:36]#[N:37])(C)C.[NH4+].[OH-]>C(O)(=O)C>[CH2:1]([N:8]1[CH2:13][CH2:12][C:11]([NH:15][C:16]2[CH:17]=[CH:18][C:19]([C:22]([OH:31])([C:23]([F:24])([F:25])[F:26])[C:27]([F:28])([F:29])[F:30])=[CH:20][CH:21]=2)([C:36]#[N:37])[CH2:10][CH2:9]1)[C:2]1[CH:7]=[CH:6][CH:5]=[CH:4][CH:3]=1 |f:3.4|. Procedure details: To a stirred solution of 1-benzyl-4-piperidone (1.3 mL, 7.0 mmol) and 2-(4-aminophenyl)-1,1,1,3,3,3-hexafluoropropan-2-ol (Oakwood, 2.0 g, 7.7 mmol) in glacial acetic acid (6.6 mL) was added trimethylsilyl cyanide (0.9 mL, 7.0 mmol) over 5 minutes. After 30 minutes, the reaction was poured in to a mixture of ice (6.5 g) and NH4OH (6.5 mL). Additional NH4OH was added until pH=10. The product was extracted with CH2Cl2 (3×), then washed with brine, dried (Na2SO4), and concentrated to afford the tit... The reactants are C(O)CN (ethanolamine), C1(OCCO1)=O (ethylene carbonate). The solvent is C(C)O (ethanol). Conditions: time 2 hour. Product: OCCNC(=O)OCC (2-hydroxyethyl urethane). As a reaction SMILES: [CH2:1]([CH2:3][NH2:4])[OH:2].[C:5]1(=O)[O:9][CH2:8][CH2:7][O:6]1>C(O)C>[OH:2][CH2:1][CH2:3][NH:4][C:5]([O:6][CH2:7][CH3:8])=[O:9]. Procedure: 40.6 grams of ethanolamine were charged to a standard neck reaction vessel fitted with an agitator, packed column and a thermometer. 70.3 grams of ethylene carbonate was added, and the temperature was allowed to rise to 100° C. The mixture was then held at 100° C. for 2 hours. The crude 2-hydroxyethyl urethane of ethanol formed had a viscosity of 4.5 poise at 30° C. (as measured by an ICI cone and plate viscometer) and a base number of 3.0. The residual base number corresponded to a conversion o... Reactants: [H-].[Al+3].[Li+].[H-].[H-].[H-] (lithium aluminum hydride), FC(C1=CC=C(C=C1)N=C=O)(F)F (α,α,α-trifluoro-p-tolylisocyanate), N=1NC(CC2C1C1=CC=CC=C1C2)=O (2,4,4a,5-Tetrahydro-3H-indeno[1,2-c]-pyridazin-3-one), saturated solution, [Cl-].[NH4+] (ammonium chloride). Solvent: C1CCOC1 (THF), C1CCOC1 (THF). Run at temperature 0 celsius, time 0.5 hour. Yields the product FC(C1=CC=C(C=C1)NC(=O)N1N=C2C(CC1)CC1=CC=CC=C12)(F)F (3,4,4a,5-Tetrahydro-N-[4-(trifluoromethyl)phenyl]-2H-indeno[1,2-c]pyridazin-2-carboxamide). The yield is 13.1%. RXN SMILES: [H-].[Al+3].[Li+].[H-].[H-].[H-].[N:7]1[NH:8][C:9](=O)[CH2:10][CH:11]2[CH2:19][C:18]3[C:13](=[CH:14][CH:15]=[CH:16][CH:17]=3)[C:12]=12.[Cl-].[NH4+].[F:23][C:24]([F:35])([F:34])[C:25]1[CH:30]=[CH:29][C:28]([N:31]=[C:32]=[O:33])=[CH:27][CH:26]=1>C1COCC1>[F:23][C:24]([F:34])([F:35])[C:25]1[CH:26]=[CH:27][C:28]([NH:31][C:32]([N:8]2[CH2:9][CH2:10][CH:11]3[CH2:19][C:18]4[C:13]([C:12]3=[N:7]2)=[CH:14][CH:15]=[CH:16][CH:17]=4)=[O:33])=[CH:29][CH:30]=1 |f:0.1.2.3.4.5,7.8|. Procedure: To a solution of 0.204 g (0.0053 mol) of lithium aluminum hydride suspended in 20 mL THF was added dropwise 1.0 g (0.0053 mol) of the product from step C dissolved in 10 mL THF. The dark reaction mixture was refluxed for 1 hour, cooled to 0° C. and 50 mL of a saturated solution of ammonium chloride was added. The reaction was extracted with ethyl acetate (3×50 mL), washed with brine (1×100 mL), dried over anhydrous magnesium sulfate, filtered into a flask and added 1.0 g (0.0053 mol) α,α,α-trifl... Reactants: [C-]#N, CSc1cc(C(C)C)c(Br)cc1C(C)C, CN1CCCC1=O, N, O. The product is CSc1cc(C(C)C)c(C#N)cc1C(C)C. As a reaction SMILES: [C-:16]#[N:17].[CH3:1][S:2][c:3]1[c:4]([CH:13]([CH3:14])[CH3:15])[cH:5][c:6]([Br:12])[c:7]([CH:9]([CH3:10])[CH3:11])[cH:8]1.[CH3:20][N:21]1[CH2:22][CH2:23][CH2:24][C:25]1=[O:26].[NH3:19].[OH2:18]>>[CH3:1][S:2][c:3]1[c:4]([CH:13]([CH3:14])[CH3:15])[cH:5][c:6]([C:16]#[N:17])[c:7]([CH:9]([CH3:10])[CH3:11])[cH:8]1. The reactants are C(#N)C1CN(CC1)C (3-cyano-1-methylpyrrolidine), NC1=C(C=CC=C1)N (1,2-diaminobenzene), [NH4+].[OH-] (NH4OH). The solvent is Cl (hydrochloric acid), Cl (hydrochloric acid). Conditions: temperature 110 celsius. Product: CN1CC(CC1)C1=NC2=C(N1)C=CC=C2 (2-(1-Methyl-3-pyrrolidinyl)-1H-benzimidazole). RXN SMILES: [C:1]([CH:3]1[CH2:7][CH2:6][N:5]([CH3:8])[CH2:4]1)#[N:2].[NH2:9][C:10]1[CH:15]=[CH:14][CH:13]=[CH:12][C:11]=1N.[NH4+].[OH-]>Cl>[CH3:8][N:5]1[CH2:6][CH2:7][CH:3]([C:1]2[NH:9][C:10]3[CH:15]=[CH:14][CH:13]=[CH:12][C:11]=3[N:2]=2)[CH2:4]1 |f:2.3|. Procedure details: To 240 g of concentrated hydrochloric acid was added 43.2 g (0.39 mol) of 3-cyano-1-methylpyrrolidine (the temperature rose to 90° C.). After the temperature began to fall the solution was heated to 110° C. for 4 h. The solution was cooled to 60° C. and 42 g (0.39 mol) of 1,2-diaminobenzene in 250 mL of 1N hydrochloric acid was added. The solution was heated to reflux for 20 h. The cooled solution was made basic with concentrated NH4OH and the resulting crystals were collected by filtration. The... The reactants are Br (HBr), CC=1N=C(OC1)[C@@H]1N(CCC1)C(=O)OCC1=CC=CC=C1 ((R)-benzyl 2-(4-methyloxazol-2-yl)pyrrolidine-1-carboxylate), CCOCC (ether). Run in CC(=O)O (AcOH). Reaction conditions: time 1 hour. The product is CC=1N=C(OC1)[C@@H]1NCCC1 ((R)-4-methyl-2-(pyrrolidin-2-yl)oxazole). RXN SMILES: Br.[CH3:2][C:3]1[N:4]=[C:5]([C@H:8]2[CH2:12][CH2:11][CH2:10][N:9]2C(OCC2C=CC=CC=2)=O)[O:6][CH:7]=1.CCOCC>CC(O)=O>[CH3:2][C:3]1[N:4]=[C:5]([C@H:8]2[CH2:12][CH2:11][CH2:10][NH:9]2)[O:6][CH:7]=1. Procedure details: HBr in AcOH (60 mL) was added to (R)-benzyl 2-(4-methyloxazol-2-yl)pyrrolidine-1-carboxylate (neat) at room temperature. After 1 h, ether (20 mL) was added slowly with vigorous string. Stirring was continued for 10 min and allowed to settle for 5-10 min. The supernatant was decanted. This process was repeated 3-4 times until the supernatant was colourless. The semi-solid was dissolved in water (50 mL) and brought to pH ˜8 with 1N LiOH and extracted with 5% MeoH/95% CHCl3